This data is from the Open Reaction Database (ORD), a public repository of structured organic reaction records. The task is: describe an organic reaction: reactants, conditions, products, and yield Reactants: ClC=1C=C(C=CC1)C1=CC=CC(=N1)C(=O)O (6-(3-chlorophenyl)-2-pyridinecarboxylic acid), CC(C[C@H](N)C=1SC=CN1)C ((S)-α-(2-methylpropyl)-2-thiazolemethanamine). Yields the product CC(C[C@@H](C=1SC=CN1)NC(=O)C1=NC(=CC=C1)C1=CC(=CC=C1)Cl)C (6-(3-Chloro-phenyl)-pyridine-2-carboxylic acid ((S)-3-methyl-1-thiazol-2-yl-butyl)-amide). As a reaction SMILES: [Cl:1][C:2]1[CH:3]=[C:4]([C:8]2[N:13]=[C:12]([C:14]([OH:16])=O)[CH:11]=[CH:10][CH:9]=2)[CH:5]=[CH:6][CH:7]=1.[CH3:17][CH:18]([CH3:27])[CH2:19][C@@H:20]([C:22]1[S:23][CH:24]=[CH:25][N:26]=1)[NH2:21]>>[CH3:17][CH:18]([CH3:27])[CH2:19][C@H:20]([NH:21][C:14]([C:12]1[CH:11]=[CH:10][CH:9]=[C:8]([C:4]2[CH:5]=[CH:6][CH:7]=[C:2]([Cl:1])[CH:3]=2)[N:13]=1)=[O:16])[C:22]1[S:23][CH:24]=[CH:25][N:26]=1. Procedure details: The title compound was synthesized in analogy to Example 1, using 6-(3-chlorophenyl)-2-pyridinecarboxylic acid (CAN 863704-38-5) and (S)-α-(2-methylpropyl)-2-thiazolemethanamine as starting materials, MS (LC/MS): 386.1 [M+H]+. Reactants: COC([C@H](CC1=C(C=C(C=C1)OCC=1N=C(OC1C)C(C)(C)C)Cl)OCC)=O ((S)-3-[4-(2-tert-butyl-5-methyl-oxazol-4-ylmethoxy)-2-chloro-phenyl]-2-ethoxy-propionic acid methyl ester), [Li+].[OH-] (LiOH). Reaction SMILES: C[O:2][C:3](=[O:28])[C@@H:4]([O:25][CH2:26][CH3:27])[CH2:5][C:6]1[CH:11]=[CH:10][C:9]([O:12][CH2:13][C:14]2[N:15]=[C:16]([C:20]([CH3:23])([CH3:22])[CH3:21])[O:17][C:18]=2[CH3:19])=[CH:8][C:7]=1[Cl:24].[Li+].[OH-]>>[C:20]([C:16]1[O:17][C:18]([CH3:19])=[C:14]([CH2:13][O:12][C:9]2[CH:10]=[CH:11][C:6]([CH2:5][C@H:4]([O:25][CH2:26][CH3:27])[C:3]([OH:28])=[O:2])=[C:7]([Cl:24])[CH:8]=2)[N:15]=1)([CH3:22])([CH3:23])[CH3:21] |f:1.2|. Reported procedure: In analogy to the procedure described in example 46 d], (S)-3-[4-(2-tert-butyl-5-methyl-oxazol-4-ylmethoxy)-2-chloro-phenyl]-2-ethoxy-propionic acid methyl ester was treated with LiOH to obtain (S)-3-[4-(2-tert-butyl-5-methyl-oxazol-4-ylmethoxy)-2-chloro-phenyl]-2-ethoxy-propionic acid as colorless solid. Yields the product C(C)(C)(C)C=1OC(=C(N1)COC1=CC(=C(C=C1)C[C@@H](C(=O)O)OCC)Cl)C ((S)-3-[4-(2-tert-butyl-5-methyl-oxazol-4-ylmethoxy)-2-chloro-phenyl]-2-ethoxy-propionic acid).